Dataset: the Open Reaction Database (ORD), a public repository of structured organic reaction records. Task: describe an organic reaction: reactants, conditions, products, and yield The product is COC=1C(=NC(=CC1)N1N=CC=2C=NC(=CC21)C2=NC(=CN=C2)C)N2CCNCC(C2)O (1-(3-methoxy-6-(6-(6-methylpyrazin-2-yl)-1H-pyrazolo[4,3-c]pyridin-1-yl)pyridin-2-yl)-1,4-diazepan-6-ol). Reaction SMILES: [CH3:1][C:2]1[N:7]=[C:6]([C:8]2[N:13]=[CH:12][C:11]3[CH:14]=[N:15][NH:16][C:10]=3[CH:9]=2)[CH:5]=[N:4][CH:3]=1.Br[C:18]1[N:23]=[C:22]([N:24]2[CH2:30][CH:29]([OH:31])[CH2:28][N:27](C(OC(C)(C)C)=O)[CH2:26][CH2:25]2)[C:21]([O:39][CH3:40])=[CH:20][CH:19]=1>>[CH3:40][O:39][C:21]1[C:22]([N:24]2[CH2:30][CH:29]([OH:31])[CH2:28][NH:27][CH2:26][CH2:25]2)=[N:23][C:18]([N:16]2[C:10]3[CH:9]=[C:8]([C:6]4[CH:5]=[N:4][CH:3]=[C:2]([CH3:1])[N:7]=4)[N:13]=[CH:12][C:11]=3[CH:14]=[N:15]2)=[CH:19][CH:20]=1. Reported procedure: Following the procedures as described in EXAMPLE 86 and starting with 6-(6-methylpyrazin-2-yl)-1H-pyrazolo[4,3-c]pyridine and tert-butyl 4-(6-bromo-3-methoxy-2-pyridyl)-6-hydroxy-1,4-diazepane-1-carboxylate, 207 was obtained as an off-white solid (4.4 mg, 4.5%) over 2 steps. MS (ESI) m/z: 433.1 [M+H]+ Isolated yield 4.5%. The reactants are CC1=CN=CC(=N1)C1=CC2=C(C=N1)C=NN2 (6-(6-methylpyrazin-2-yl)-1H-pyrazolo[4,3-c]pyridine), BrC1=CC=C(C(=N1)N1CCN(CC(C1)O)C(=O)OC(C)(C)C)OC (tert-butyl 4-(6-bromo-3-methoxy-2-pyridyl)-6-hydroxy-1,4-diazepane-1-carboxylate).